This data is from the Open Reaction Database (ORD), a public repository of structured organic reaction records. The task is: describe an organic reaction: reactants, conditions, products, and yield Starting materials: Cl.CN1CCC2(CC1)C1=CC=CC=C1OC=1C(=CC=CC12)OC (1'-Methyl-4-methoxyxanthene-9-spiro-4'-piperidine hydrochloride), Br (hydrobromic acid), C([O-])(O)=O.[Na+] (sodium bicarbonate). Run in C(C)(=O)O (acetic acid), O (water). Yields the product CN1CCC2(CC1)C1=CC=CC=C1OC=1C(=CC=CC12)O (1'-methyl-4-hydroxyxanthene-9-spiro-4'-piperidine). RXN SMILES: Cl.[CH3:2][N:3]1[CH2:8][CH2:7][C:6]2([C:21]3[CH:20]=[CH:19][CH:18]=[C:17]([O:22]C)[C:16]=3[O:15][C:14]3[C:9]2=[CH:10][CH:11]=[CH:12][CH:13]=3)[CH2:5][CH2:4]1.Br.C(=O)(O)[O-].[Na+]>C(O)(=O)C.O>[CH3:2][N:3]1[CH2:4][CH2:5][C:6]2([C:21]3[CH:20]=[CH:19][CH:18]=[C:17]([OH:22])[C:16]=3[O:15][C:14]3[C:9]2=[CH:10][CH:11]=[CH:12][CH:13]=3)[CH2:7][CH2:8]1 |f:0.1,3.4|. Procedure: 1'-Methyl-4-methoxyxanthene-9-spiro-4'-piperidine hydrochloride (1.0 g.) in a solution of 45% w/v hydrobromic acid in glacial acetic acid (10 ml.) is heated under reflux for 2 hours. The solution is basified with sodium bicarbonate, diluted with water and extracted with chloroform. The chloroform extract is washed with water, dried over MgSO4, and evaporated to dryness. The residue is recrystallised from toluene-petroleum ether (b.p. 60°-80° C.) to give 1'-methyl-4-hydroxyxanthene-9-spiro-4'-pip...